This data is from the Open Reaction Database (ORD), a public repository of structured organic reaction records. The task is: describe an organic reaction: reactants, conditions, products, and yield Starting materials: Cl.Cl.COC([C@H](CC1=CC=C(C=C1)OC1=C(C(=NC=C1)C)C)NC(=O)[C@H]1NCC=2C=C3C(=CC2C1)OC[C@@H](O3)C3=CC=C(C=C3)OCC3=CC(=C(C=C3)Cl)Cl)=O ((S)-2-({(3S,8S)-3-[4-(3,4-Dichloro-benzyloxy)-phenyl]-2,3,6,7,8,9-hexahydro-[1,4]dioxino[2,3-g]isoquinoline-8-carbonyl}-amino)-3-[4-(2,3-dimethyl-pyridin-4-yloxy)-phenyl]-propionic acid methyl ester bis hydrochloride), CN(S(=O)(=O)Cl)C (N,N-dimethylsulfamoyl chloride). Procedure: (S)-2-({(3S,8S)-3-[4-(3,4-Dichloro-benzyloxy)-phenyl]-2,3,6,7,8,9-hexahydro-[1,4]dioxino[2,3-g]isoquinoline-8-carbonyl}-amino)-3-[4-(2,3-dimethyl-pyridin-4-yloxy)-phenyl]-propionic acid methyl ester bis hydrochloride was coupled with N,N-dimethylsulfamoyl chloride according to General Procedure E. The resulting compound was hydrolyzed according to General Procedure B to give the title compound (9 mg). LCMS (m/z) 862. RXN SMILES: Cl.Cl.C[O:4][C:5](=[O:56])[C@@H:6]([NH:23][C:24]([C@@H:26]1[CH2:35][C:34]2[CH:33]=[C:32]3[O:36][CH2:37][C@H:38]([C:40]4[CH:45]=[CH:44][C:43]([O:46][CH2:47][C:48]5[CH:53]=[CH:52][C:51]([Cl:54])=[C:50]([Cl:55])[CH:49]=5)=[CH:42][CH:41]=4)[O:39][C:31]3=[CH:30][C:29]=2[CH2:28][NH:27]1)=[O:25])[CH2:7][C:8]1[CH:13]=[CH:12][C:11]([O:14][C:15]2[CH:20]=[CH:19][N:18]=[C:17]([CH3:21])[C:16]=2[CH3:22])=[CH:10][CH:9]=1.[CH3:57][N:58]([CH3:63])[S:59](Cl)(=[O:61])=[O:60]>>[Cl:55][C:50]1[CH:49]=[C:48]([CH:53]=[CH:52][C:51]=1[Cl:54])[CH2:47][O:46][C:43]1[CH:44]=[CH:45][C:40]([C@H:38]2[CH2:37][O:36][C:32]3=[CH:33][C:34]4[CH2:35][C@@H:26]([C:24]([NH:23][C@@H:6]([CH2:7][C:8]5[CH:9]=[CH:10][C:11]([O:14][C:15]6[CH:20]=[CH:19][N:18]=[C:17]([CH3:21])[C:16]=6[CH3:22])=[CH:12][CH:13]=5)[C:5]([OH:4])=[O:56])=[O:25])[N:27]([S:59](=[O:61])(=[O:60])[N:58]([CH3:63])[CH3:57])[CH2:28][C:29]=4[CH:30]=[C:31]3[O:39]2)=[CH:41][CH:42]=1 |f:0.1.2|. The product is ClC=1C=C(COC2=CC=C(C=C2)[C@@H]2OC=3C(=CC=4C[C@H](N(CC4C3)S(N(C)C)(=O)=O)C(=O)N[C@H](C(=O)O)CC3=CC=C(C=C3)OC3=C(C(=NC=C3)C)C)OC2)C=CC1Cl ((S)-2-({(3S,8S)-3-[4-(3,4-Dichloro-benzyloxy)-phenyl]-7-dimethylsulfamoyl-2,3,6,7,8,9-hexahydro-[1,4]dioxino[2,3-g]isoquinoline-8-carbonyl}-amino)-3-[4-(2,3-dimethyl-pyridin-4-yloxy)-phenyl]-propionic acid).